This data is from the Open Reaction Database (ORD), a public repository of structured organic reaction records. The task is: describe an organic reaction: reactants, conditions, products, and yield The reactants are CSSC (dimethyl disulfide), C(CCC)[Li] (butyllithium), ClC1=C(C=CC=C1)F (1-chloro-2-fluorobenzene). The solvent is O1CCCC1 (THF), O1CCCC1 (tetrahydrofuran), O (water). The product is ClC=1C(=C(C=CC1)SC)F (3-Chloro-2-fluorothioanisole). Reaction SMILES: [Cl:1][C:2]1[CH:7]=[CH:6][CH:5]=[CH:4][C:3]=1[F:8].C([Li])CCC.[CH3:14][S:15]SC>O1CCCC1.O>[Cl:1][C:2]1[C:3]([F:8])=[C:4]([S:15][CH3:14])[CH:5]=[CH:6][CH:7]=1. Procedure details: A solution of 10 g (grams) (76 mmol (millimoles)) of 1-chloro-2-fluorobenzene in 75 mL (milliliters) of dry tetrahydrofuran (THF) was cooled with a dry ice/acetone bath and 34 mL (84 mmol) of 2.5M butyllithium was added dropwise under a nitrogen blanket over 45 min with stirring and cooling. The resulting solution was stirred for 2 hours at -78° C. A solution of 8.1 mL (91 mmol) of dimethyl disulfide in 10 mL of dry THF was added with stirring over a 30-min period keeping the temperature below -... The reactants are ClCc1ccc2c(c1)OCO2, CC#N, [I-], CCOC(=O)CC1CCNCC1, [Na+], [Na+], [Na+], O=C([O-])[O-]. Product: CCOC(=O)CC1CCN(Cc2ccc3c(c2)OCO3)CC1. RXN SMILES: [CH2:13]1[O:14][c:15]2[cH:16][c:17]([CH2:18][Cl:19])[cH:20][cH:21][c:22]2[O:23]1.[CH3:32][C:33]#[N:34].[I-:31].[NH:1]1[CH2:2][CH2:3][CH:4]([CH2:7][C:8](=[O:9])[O:10][CH2:11][CH3:12])[CH2:5][CH2:6]1.[Na+:24].[Na+:25].[Na+:30].[O-:26][C:27](=[O:28])[O-:29]>>[N:1]1([CH2:18][c:17]2[cH:16][c:15]3[c:22]([cH:21][cH:20]2)[O:23][CH2:13][O:14]3)[CH2:2][CH2:3][CH:4]([CH2:7][C:8](=[O:9])[O:10][CH2:11][CH3:12])[CH2:5][CH2:6]1.